Dataset: the Open Reaction Database (ORD), a public repository of structured organic reaction records. Task: describe an organic reaction: reactants, conditions, products, and yield Reactants: O=C([O-])[O-], Cc1cccc(NC(N)=O)c1CCl, CN(C)C=O, [K+], [K+], O, C#CCc1c(C)nc2c(O)cccn12. The product is C#CCc1c(C)nc2c(OCc3c(C)cccc3NC(N)=O)cccn12. RXN SMILES: [C:15](=[O:16])([O-:17])[O-:18].[CH3:21][c:22]1[cH:23][cH:24][cH:25][c:26]([NH:30][C:31](=[O:32])[NH2:33])[c:27]1[CH2:28][Cl:29].[CH3:35][N:36]([CH3:37])[CH:38]=[O:39].[K+:19].[K+:20].[OH2:34].[OH:1][c:2]1[c:3]2[n:4]([cH:5][cH:6][cH:7]1)[c:8]([CH2:12][C:13]#[CH:14])[c:9]([CH3:11])[n:10]2>>[O:1]([c:2]1[c:3]2[n:4]([cH:5][cH:6][cH:7]1)[c:8]([CH2:12][C:13]#[CH:14])[c:9]([CH3:11])[n:10]2)[CH2:28][c:27]1[c:22]([CH3:21])[cH:23][cH:24][cH:25][c:26]1[NH:30][C:31](=[O:32])[NH2:33]. Run at time 3 hour. Reagents/catalysts: CC(=O)O (HOAc). The product is C(C1=CC=CC=C1)N1C(=C(C2=CC=C(C=C12)NC1COCC1)C(=O)NCC1=CC(=C(C=C1)F)F)C(C)C (1-Benzyl-N-(3,4-difluorobenzyl)-2-isopropyl-6-(tetrahydrofuran-3-ylamino)-1H-indole-3-carboxamide). As a reaction SMILES: [NH2:1][C:2]1[CH:10]=[C:9]2[C:5]([C:6]([C:21]([NH:23][CH2:24][C:25]3[CH:30]=[CH:29][C:28]([F:31])=[C:27]([F:32])[CH:26]=3)=[O:22])=[C:7]([CH:18]([CH3:20])[CH3:19])[N:8]2[CH2:11][C:12]2[CH:17]=[CH:16][CH:15]=[CH:14][CH:13]=2)=[CH:4][CH:3]=1.[O:33]1[CH2:37][CH2:36][C:35](=O)[CH2:34]1.[BH3-]C#N.[Na+]>CO.CC(O)=O.CCOC(C)=O>[CH2:11]([N:8]1[C:9]2[C:5](=[CH:4][CH:3]=[C:2]([NH:1][CH:35]3[CH2:36][CH2:37][O:33][CH2:34]3)[CH:10]=2)[C:6]([C:21]([NH:23][CH2:24][C:25]2[CH:30]=[CH:29][C:28]([F:31])=[C:27]([F:32])[CH:26]=2)=[O:22])=[C:7]1[CH:18]([CH3:19])[CH3:20])[C:12]1[CH:13]=[CH:14][CH:15]=[CH:16][CH:17]=1 |f:2.3|. Reported procedure: General Procedure T. To a solution of 6-amino-1-benzyl-N-(3,4-difluorobenzyl)-2-isopropyl-1H-indole-3-carboxamide (Compound 125, 15 mg, 0.035 mmol) in MeOH (1 ml) was added dihydrofuran-3(2H)-one (Compound 129, 6.0 mg, 0.069 mmol), NaBH3CN (2.2 mg, 0.035 mmol), and HOAc (1 drop). The reaction was stirred at room temperature for 3 h, diluted with EtOAc, washed with aqueous Na2CO3 and brine, dried over Na2SO4, and concentrated in vacuo. The residue was purified by chromatography on silica gel (0→5... The reactants are NC1=CC=C2C(=C(N(C2=C1)CC1=CC=CC=C1)C(C)C)C(=O)NCC1=CC(=C(C=C1)F)F (6-amino-1-benzyl-N-(3,4-difluorobenzyl)-2-isopropyl-1H-indole-3-carboxamide), NC1=CC=C2C(=C(N(C2=C1)CC1=CC=CC=C1)C(C)C)C(=O)NCC1=CC(=C(C=C1)F)F (6-amino-1-benzyl-N-(3,4-difluorobenzyl)-2-isopropyl-1H-indole-3-carboxamide), O1CC(CC1)=O (dihydrofuran-3(2H)-one), O1CC(CC1)=O (dihydrofuran-3(2H)-one), [BH3-]C#N.[Na+] (NaBH3CN). Solvent: CCOC(=O)C (EtOAc), CO (MeOH).